Dataset: the Open Reaction Database (ORD), a public repository of structured organic reaction records. Task: describe an organic reaction: reactants, conditions, products, and yield Reactants: C(C)(C)(C)OC(=O)N[C@H]1COCC[C@H]1NC1=C(C2=C(C(=N1)C1=CC=NS1)C(N(C2)C(=O)OC(C)(C)C)=O)F (tert-butyl 6-((3R,4R)-3-(tert-butoxycarbonylamino)tetrahydro-2H-pyran-4-ylamino)-7-fluoro-4-(isothiazol-5-yl)-3-oxo-1H-pyrrolo[3,4-c]pyridine-2(3H)-carboxylate), Cl.O1CCOCC1 (HCl dioxane), CCO (EtOH). Solvent: CO (MeOH). Run at temperature 60 celsius, time 30 minute. Yields the product hydrochloride salt, N[C@H]1COCC[C@H]1NC1=C(C2=C(C(=N1)C1=CC=NS1)C(NC2)=O)F (6-((3R,4R)-3-Aminotetrahydro-2H-pyran-4-ylamino)-7-fluoro-4-(isothiazol-5-yl)-1H-pyrrolo[3,4-c]pyridin-3(2H)-one). Isolated yield 63.2%. As a reaction SMILES: C(OC([NH:8][C@@H:9]1[C@H:14]([NH:15][C:16]2[N:21]=[C:20]([C:22]3[S:26][N:25]=[CH:24][CH:23]=3)[C:19]3[C:27](=[O:37])[N:28](C(OC(C)(C)C)=O)[CH2:29][C:18]=3[C:17]=2[F:38])[CH2:13][CH2:12][O:11][CH2:10]1)=O)(C)(C)C.Cl.O1CCOCC1.CCO>CO>[NH2:8][C@@H:9]1[C@H:14]([NH:15][C:16]2[N:21]=[C:20]([C:22]3[S:26][N:25]=[CH:24][CH:23]=3)[C:19]3[C:27](=[O:37])[NH:28][CH2:29][C:18]=3[C:17]=2[F:38])[CH2:13][CH2:12][O:11][CH2:10]1 |f:1.2|. Procedure details: To a stirred solution of tert-butyl 6-((3R,4R)-3-(tert-butoxycarbonylamino)tetrahydro-2H-pyran-4-ylamino)-7-fluoro-4-(isothiazol-5-yl)-3-oxo-1H-pyrrolo[3,4-c]pyridine-2(3H)-carboxylate (65.8 mg, 0.120 mmol) in MeOH (1.0 mL) was added 4N HCl/dioxane (1.0 mL, 4.00 mmol). The reaction mixture was heated to 60° C. for 1 hour and was subsequently concentrated in vacuo. The residue was triturated with EtOAc and filtered. The filter cake was washed with EtOAc to give a yellow solid, which was suspended... Reactants: C(C=C(C)CCC=C(C)CCC=C(C)C)OC1=CC=C(C(=O)O)C=C1 (p-farnesyloxybenzoic acid), C(C#C)Br (propargyl bromide). The product is C(C#C)OC(C1=CC=C(C=C1)OCC=C(C)CCC=C(C)CCC=C(C)C)=O (p-farnesyloxybenzoic acid propargyl ester). As a reaction SMILES: [CH2:1]([O:16][C:17]1[CH:25]=[CH:24][C:20]([C:21]([OH:23])=[O:22])=[CH:19][CH:18]=1)[CH:2]=[C:3]([CH2:5][CH2:6][CH:7]=[C:8]([CH2:10][CH2:11][CH:12]=[C:13]([CH3:15])[CH3:14])[CH3:9])[CH3:4].[CH2:26](Br)[C:27]#[CH:28]>>[CH2:28]([O:22][C:21](=[O:23])[C:20]1[CH:19]=[CH:18][C:17]([O:16][CH2:1][CH:2]=[C:3]([CH2:5][CH2:6][CH:7]=[C:8]([CH2:10][CH2:11][CH:12]=[C:13]([CH3:14])[CH3:15])[CH3:9])[CH3:4])=[CH:25][CH:24]=1)[C:27]#[CH:26]. Procedure: By utilizing the procedure of Example 8, by reacting p-farnesyloxybenzoic acid with propargyl bromide, there is obtained p-farnesyloxybenzoic acid propargyl ester; B.P. 245°-250°C/0.1 mmHg. The reactants are C(C(C)C)C1=CC=C(C=C1)C(C)=O (4′-isobutylacetophenone), S(O)(O)(=O)=O (sulfuric acid), Br(=O)(=O)[O-].[K+] (potassium bromate). Reaction conditions: time 1 hour. Product: BrC=1C=C(C=CC1CC(C)C)C(C)=O (3′-bromo-4′-isobutylacetophenone). The yield is 58.5%. As a reaction SMILES: [CH2:1]([C:5]1[CH:10]=[CH:9][C:8]([C:11](=[O:13])[CH3:12])=[CH:7][CH:6]=1)[CH:2]([CH3:4])[CH3:3].S(=O)(=O)(O)O.[Br:19]([O-])(=O)=O.[K+]>>[Br:19][C:10]1[CH:9]=[C:8]([C:11](=[O:13])[CH3:12])[CH:7]=[CH:6][C:5]=1[CH2:1][CH:2]([CH3:4])[CH3:3] |f:2.3|. Procedure: 4′-isobutylacetophenone (215 g) was added to 49% sulfuric acid (1 Liter) was and potassium bromate (268 g) was added under ice-cooling over 1.5 h. The mixture was warmed to room temperature and stirred further for 1 h, which was followed by extraction with toluene. The organic layer was washed with water and dried over anhydrous magnesium sulfate, after which the solvent was evaporated under reduced pressure. The remaining oily substance was distilled under highly reduced pressure to give 3′-bro...